This data is from the Open Reaction Database (ORD), a public repository of structured organic reaction records. The task is: describe an organic reaction: reactants, conditions, products, and yield Starting materials: O=C([O-])[O-], Cc1cc(C)cc(C(=O)c2[nH]c(=O)[nH]c(=O)c2C(C)C)c1, ClCc1ccnc(Cl)n1, [I-], [K+], [K+], [Li+], CN(C)C=O. Yields the product Cc1cc(C)cc(C(=O)c2c(C(C)C)c(=O)[nH]c(=O)n2Cc2ccnc(Cl)n2)c1. RXN SMILES: [C:22](=[O:23])([O-:24])[O-:25].[CH3:1][c:2]1[cH:3][c:4]([C:5](=[O:6])[c:7]2[c:8]([CH:15]([CH3:16])[CH3:17])[c:9](=[O:14])[nH:10][c:11](=[O:13])[nH:12]2)[cH:18][c:19]([CH3:21])[cH:20]1.[Cl:30][c:31]1[n:32][cH:33][cH:34][c:35]([CH2:37][Cl:38])[n:36]1.[I-:28].[K+:26].[K+:27].[Li+:29].[O:39]=[CH:40][N:41]([CH3:42])[CH3:43]>>[CH3:1][c:2]1[cH:3][c:4]([C:5](=[O:6])[c:7]2[c:8]([CH:15]([CH3:16])[CH3:17])[c:9](=[O:14])[nH:10][c:11](=[O:13])[n:12]2[CH2:37][c:35]2[cH:34][cH:33][n:32][c:31]([Cl:30])[n:36]2)[cH:18][c:19]([CH3:21])[cH:20]1. Starting materials: CN=C=O, CCOC(C)=O, CC1CC(C)(C)Cc2nc(N)sc21. Yields the product CNC(=O)Nc1nc2c(s1)C(C)CC(C)(C)C2. Reaction SMILES: [CH3:14][N:15]=[C:16]=[O:17].[CH3:18][CH2:19][O:20][C:21](=[O:22])[CH3:23].[NH2:1][c:2]1[s:3][c:4]2[c:5]([n:6]1)[CH2:7][C:8]([CH3:12])([CH3:13])[CH2:9][CH:10]2[CH3:11]>>[NH:1]([c:2]1[s:3][c:4]2[c:5]([n:6]1)[CH2:7][C:8]([CH3:12])([CH3:13])[CH2:9][CH:10]2[CH3:11])[C:16]([NH:15][CH3:14])=[O:17]. Starting materials: NC1=C(C(=NN1)C1=CC=NC=C1)C1=CC=C(C=C1)F (5-amino-4-(4-fluorophenyl)-3-(pyridin-4-yl)pyrazole), C1(=C(C(=CC(=C1)C)C)S(=O)(=O)ON)C (O-mesitylsulfonylhydroxylamine), C(=O)C=O (glyoxal), C([O-])(O)=O.[Na+] (sodium bicarbonate). Run in C(C)O (ethanol), O (water). Reaction conditions: time 30 minute. Product: FC1=CC=C(C=C1)C=1C(=NN2N=CC=NC21)C2=CC=NC=C2 (8-(4-fluorophenyl)-7-(pyridin-4-yl)pyrazolo[1,5-b][1,2,4]triazine). Reaction SMILES: [NH2:1][C:2]1[NH:6][N:5]=[C:4]([C:7]2[CH:12]=[CH:11][N:10]=[CH:9][CH:8]=2)[C:3]=1[C:13]1[CH:18]=[CH:17][C:16]([F:19])=[CH:15][CH:14]=1.C1(C)C=C(C)C=C(C)C=1S(O[NH2:32])(=O)=O.[CH:34]([CH:36]=O)=O.C(=O)(O)[O-].[Na+]>C(O)C.O>[F:19][C:16]1[CH:17]=[CH:18][C:13]([C:3]2[C:4]([C:7]3[CH:12]=[CH:11][N:10]=[CH:9][CH:8]=3)=[N:5][N:6]3[C:2]=2[N:1]=[CH:36][CH:34]=[N:32]3)=[CH:14][CH:15]=1 |f:3.4|. Procedure details: To a solution of 5-amino-4-(4-fluorophenyl)-3-(pyridin-4-yl)pyrazole (1.674 g) in ethanol (33 ml) was added O-mesitylsulfonylhydroxylamine (2.362 g). The mixture was stirred at ambient temperature for 30 minutes and to the mixture was added a solution of glyoxal in water (40%, 955 mg). The mixture was refluxed for 4 hours and cooled. The reaction mixture was poured into an aqueous saturated sodium bicarbonate solution and the separated oil was extracted with dichloromethane. The extract was wash... The reactants are [CH2]C, CC(=O)O, OCc1cc2c3ccccc3[nH]c(=S)n2n1. Yields the product CC(=O)OCc1cc2c3ccccc3[nH]c(=S)n2n1. Reaction SMILES: [CH2:21][CH3:22].[CH3:17][C:18]([OH:19])=[O:20].[OH:1][CH2:2][c:3]1[n:4][n:5]2[c:6](=[S:16])[nH:7][c:8]3[cH:9][cH:10][cH:11][cH:12][c:13]3[c:14]2[cH:15]1>>[O:1]([CH2:2][c:3]1[n:4][n:5]2[c:6](=[S:16])[nH:7][c:8]3[cH:9][cH:10][cH:11][cH:12][c:13]3[c:14]2[cH:15]1)[C:18]([CH3:17])=[O:19]. Starting materials: Cl.FC1=CC=C(C=C1)[C@H]1[C@@H](CNCC1)COC1=CC=C(C=C1)C(C)(C)C (trans-4-(4-fluorophenyl)-3-(4-t-butylphenoxymethyl)-piperidine hydrochloride), C(CC)Br (propyl bromide). The product is Cl.C(CC)N1C[C@H]([C@@H](CC1)C1=CC=C(C=C1)F)COC1=CC=C(C=C1)C(C)(C)C (trans-1-propyl-4-(4-fluorophenyl)-3-(4-t-butylphenoxy-methyl)-piperidine hydrochloride). Reaction SMILES: [ClH:1].[F:2][C:3]1[CH:8]=[CH:7][C:6]([C@@H:9]2[CH2:14][CH2:13][NH:12][CH2:11][C@H:10]2[CH2:15][O:16][C:17]2[CH:22]=[CH:21][C:20]([C:23]([CH3:26])([CH3:25])[CH3:24])=[CH:19][CH:18]=2)=[CH:5][CH:4]=1.[CH2:27](Br)[CH2:28][CH3:29]>>[ClH:1].[CH2:27]([N:12]1[CH2:13][CH2:14][C@@H:9]([C:6]2[CH:7]=[CH:8][C:3]([F:2])=[CH:4][CH:5]=2)[C@H:10]([CH2:15][O:16][C:17]2[CH:18]=[CH:19][C:20]([C:23]([CH3:26])([CH3:25])[CH3:24])=[CH:21][CH:22]=2)[CH2:11]1)[CH2:28][CH3:29] |f:0.1,3.4|. Reported procedure: trans-1-propyl-4-(4-fluorophenyl)-3-(4-t-butylphenoxy-methyl)-piperidine hydrochloride M.p. 221.1° C. was prepared exactly as described in example 1 from trans-4-(4-fluorophenyl)-3-(4-t-butylphenoxymethyl)-piperidine hydrochloride and propyl bromide by refluxing for 96 hours.